From a dataset of the Open Reaction Database (ORD), a public repository of structured organic reaction records. describe an organic reaction: reactants, conditions, products, and yield Isolated yield 48.0%. Reported procedure: 4-(4-Benzo[1,3]dioxol-5-yl-5-pyridin-2-yl-1H-imidazol-2-yl)benzoyl chloride hydrochloride (100 mg; 0.23 mmol) was suspended in tetrahydrofuran (5 ml) and treated with 0.88 aq. ammonia solution (1 ml) and the resulting mixture stirred at ambient temperature. The title compound (42 mg; 48%) was obtained as a brown powder and collected by filtration, washed with water and dried at 40° C. under reduced pressure. 1H NMR (250 MHz, CDCl3) δ: 5.50-6.40 (2H, br, exchangeable), 6.03 (2H, s), 6.90 (1H, d, ... RXN SMILES: Cl.[O:2]1[C:6]2[CH:7]=[CH:8][C:9]([C:11]3[N:12]=[C:13]([C:22]4[CH:30]=[CH:29][C:25]([C:26](Cl)=[O:27])=[CH:24][CH:23]=4)[NH:14][C:15]=3[C:16]3[CH:21]=[CH:20][CH:19]=[CH:18][N:17]=3)=[CH:10][C:5]=2[O:4][CH2:3]1.[NH3:31]>O1CCCC1>[O:2]1[C:6]2[CH:7]=[CH:8][C:9]([C:11]3[N:12]=[C:13]([C:22]4[CH:30]=[CH:29][C:25]([C:26]([NH2:31])=[O:27])=[CH:24][CH:23]=4)[NH:14][C:15]=3[C:16]3[CH:21]=[CH:20][CH:19]=[CH:18][N:17]=3)=[CH:10][C:5]=2[O:4][CH2:3]1 |f:0.1|. Product: O1COC2=C1C=CC(=C2)C=2N=C(NC2C2=NC=CC=C2)C2=CC=C(C(=O)N)C=C2 (4-(4-Benzo[1,3]dioxol-5-yl-5-pyridin-2-yl-1H-imidazol-2-yl)benzamide). Run in O1CCCC1 (tetrahydrofuran). The reactants are Cl.O1COC2=C1C=CC(=C2)C=2N=C(NC2C2=NC=CC=C2)C2=CC=C(C(=O)Cl)C=C2 (4-(4-Benzo[1,3]dioxol-5-yl-5-pyridin-2-yl-1H-imidazol-2-yl)benzoyl chloride hydrochloride), N (ammonia). Reactants: BrC1=CC=C2C=C(N=CC2=C1C)Cl (7-Bromo-3-chloro-8-methylisoquinoline), C(#N)[Cu] (CuCN), CN(C)C=O (DMF). Solvent: C(Cl)Cl (DCM). Run at temperature 150 celsius. The product is ClC=1N=CC2=C(C(=CC=C2C1)C#N)C (3-Chloro-8-methylisoquinoline-7-carbonitrile). Reaction SMILES: Br[C:2]1[C:11]([CH3:12])=[C:10]2[C:5]([CH:6]=[C:7]([Cl:13])[N:8]=[CH:9]2)=[CH:4][CH:3]=1.[C:14]([Cu])#[N:15].CN(C=O)C>C(Cl)Cl>[Cl:13][C:7]1[N:8]=[CH:9][C:10]2[C:5]([CH:6]=1)=[CH:4][CH:3]=[C:2]([C:14]#[N:15])[C:11]=2[CH3:12]. Procedure: To a flask containing a stir bar was added 7-Bromo-3-chloro-8-methylisoquinoline (0.63 g, 2.4 mmol), CuCN (0.33 g, 3.7 mmol), and DMF (10 mL). The mixture was then refluxed at 150° C. overnight. When the reaction was complete, as evidenced by LC analysis, the reaction flask was taken out of the oil bath and cooled to room temperature. To the mixture was then poured DCM (20 mL) and a precipitate formed immediately, which was filtered, re-dissolved in DCM, adsorbed into silica gel and purified by ... Reactants: C(C)O (ethanol), C(C1=CC=CC=C1)(C1=CC=CC=C1)C1CCN(CC1)C(COCC(=O)O)=O ([2-(4-benzhydrylpiperidino)-2-oxoethoxy]acetic acid), C1(=CC=C(C=C1)S(=O)(=O)O)C (p-toluenesulfonic acid), ester. Run in ClCCl (dichloromethane). Product: C(C1=CC=CC=C1)(C1=CC=CC=C1)C1CCN(CC1)C(COCC(=O)OCC)=O (Ethyl [2-(4-Benzhydrylpiperidino)-2-oxoethoxy]acetate). RXN SMILES: [CH2:1](O)[CH3:2].[CH:4]([CH:17]1[CH2:22][CH2:21][N:20]([C:23](=[O:30])[CH2:24][O:25][CH2:26][C:27]([OH:29])=[O:28])[CH2:19][CH2:18]1)([C:11]1[CH:16]=[CH:15][CH:14]=[CH:13][CH:12]=1)[C:5]1[CH:10]=[CH:9][CH:8]=[CH:7][CH:6]=1.C1(C)C=CC(S(O)(=O)=O)=CC=1>ClCCl>[CH:4]([CH:17]1[CH2:18][CH2:19][N:20]([C:23](=[O:30])[CH2:24][O:25][CH2:26][C:27]([O:29][CH2:1][CH3:2])=[O:28])[CH2:21][CH2:22]1)([C:5]1[CH:10]=[CH:9][CH:8]=[CH:7][CH:6]=1)[C:11]1[CH:16]=[CH:15][CH:14]=[CH:13][CH:12]=1. Reported procedure: To about 50 milliliters of ethanol is added 3.63 grams (10 millimoles) of [2-(4-benzhydrylpiperidino)-2-oxoethoxy]acetic acid (prepared as described in Example V) and 200 milligrams of p-toluenesulfonic acid and the mixture refluxed for about four hours whereupon a reaction takes place with the formation in the reaction mixture of the desired ester product as confirmed by chromatographic analysis. The reaction mixture is subjected to reduced pressure to evaporate the ethanol and to obtain a prod... Starting materials: BrC1=CC=C(CC23C(N(C(N3CCC2)=O)C2=CC(=C(C(=C2)Cl)OC)Cl)=O)C=C1 (5-(4-Bromobenzyl)-3-(3,5-dichloro-4-methoxyphenyl)-1,3-diazabicyclo[3.3.0]octane-2,4-dione). Run in Br (HBr). The product is BrC1=CC=C(CC23C(N(C(N3CCC2)=O)C2=CC(=C(C(=C2)Cl)O)Cl)=O)C=C1 (5-(4-Bromobenzyl)-3-(3,5-dichloro-4-hydroxyphenyl)-1,3-diazabicyclo(3.3.0]octane-2,4-dione). Yield: 83.7%. As a reaction SMILES: [Br:1][C:2]1[CH:28]=[CH:27][C:5]([CH2:6][C:7]23[CH2:14][CH2:13][CH2:12][N:11]2[C:10](=[O:15])[N:9]([C:16]2[CH:21]=[C:20]([Cl:22])[C:19]([O:23]C)=[C:18]([Cl:25])[CH:17]=2)[C:8]3=[O:26])=[CH:4][CH:3]=1>Br>[Br:1][C:2]1[CH:3]=[CH:4][C:5]([CH2:6][C:7]23[CH2:14][CH2:13][CH2:12][N:11]2[C:10](=[O:15])[N:9]([C:16]2[CH:21]=[C:20]([Cl:22])[C:19]([OH:23])=[C:18]([Cl:25])[CH:17]=2)[C:8]3=[O:26])=[CH:27][CH:28]=1. Procedure: The compound from Example 134 (0.8 g) was taken in aqueous HBr (10 mL) and the solution was refluxed overnight. The aqueous solution was extracted with EtOAc. The combined organic layers were dried over Na2SO4, filtered and evaporated. The residue was purified by flash chromatography on silica gel (1:1 EtOAc/Hexanes) to yield the titled compound (0.65 g). MS (m/z) 469 (MH+). Reactants: 316, OCC(=O)[C@@H](O)[C@@H](O)[C@H](O)CO (d-tagatose), O=C[C@H](O)[C@@H](O)[C@@H](O)[C@H](O)CO (d-galactose), Ca, sugar, stainless steel, O=C[C@H](O)[C@@H](O)[C@H](O)[C@H](O)CO (d-glucose), O (water). Product: O=C[C@H](O)[C@@H](O)[C@H](O)[C@H](O)CO.OCC(=O)[C@@H](O)[C@@H](O)[C@H](O)CO (d-Glucose d-Tagatose). Run at temperature 65 celsius. Run in [Ca] (calcium), [Ca] (calcium), [Ca] (calcium). As a reaction SMILES: [O:1]=[CH:2][C@@H:3]([C@H:5]([C@@H:7]([C@@H:9]([CH2:11][OH:12])[OH:10])[OH:8])[OH:6])[OH:4].[O:13]=[CH:14][C@@H:15]([C@H:17]([C@H:19]([C@@H:21]([CH2:23][OH:24])[OH:22])[OH:20])[OH:18])[OH:16].OCC([C@H]([C@H]([C@@H](CO)O)O)O)=O.O>[Ca]>[O:1]=[CH:2][C@@H:3]([C@H:5]([C@@H:7]([C@@H:9]([CH2:11][OH:12])[OH:10])[OH:8])[OH:6])[OH:4].[OH:13][CH2:14][C:15]([C@H:17]([C@H:19]([C@@H:21]([CH2:23][OH:24])[OH:22])[OH:20])[OH:18])=[O:16] |f:5.6|. Procedure details: A test chromatographic column of 316 stainless steel and having an inside diameter of 10 mm and a length of 250 mm was prepared for liquid chromatography (LC) for use in establishing the elution profile for d-glucose, d-galactose, and d-tagatose for each stationary phase agent tested. One chromatographic column was filled with about 15.2 gm of DOWEX MONOSPHERE 99Ca/320 (Available from The Dow Chemical Company, Midland, Mich.), a strong acid cation exchange resin in calcium form (or strong acid c... Starting materials: CC(C)(C)[O-], [K+], C1CCOC1, N#Cc1ccc(C(CCCCl)n2ccnc2)cc1. Product: N#Cc1ccc(C2(n3ccnc3)CCCC2)cc1. As a reaction SMILES: [CH3:1][C:2]([CH3:3])([O-:4])[CH3:5].[K+:6].[O:25]1[CH2:26][CH2:27][CH2:28][CH2:29]1.[n:7]1([CH:12]([CH2:13][CH2:14][CH2:15][Cl:16])[c:17]2[cH:18][cH:19][c:20]([C:21]#[N:22])[cH:23][cH:24]2)[cH:8][n:9][cH:10][cH:11]1>>[CH2:1]1[C:12]([n:7]2[cH:8][n:9][cH:10][cH:11]2)([c:17]2[cH:18][cH:19][c:20]([C:21]#[N:22])[cH:23][cH:24]2)[CH2:13][CH2:14][CH2:15]1. Starting materials: CC=1C=CC(=NC1)N1CC2=C(N=CNC2=O)CC1 (5,6,7,8-tetrahydro-6-(5-methylpyridin-2-yl)pyrido[4,3-d]pyrimidin-4(3H)-one), C([O-])(O)=O.[Na+] (sodium bicarbonate), P(=O)(Cl)(Cl)Cl (phosphoryl chloride), CN(C1=CC=CC=C1)C (N,N-Dimethylaniline). Solvent: C(Cl)Cl (methylene chloride), ClCCCl (1,2-dichloroethane). Product: ClC=1C2=C(N=CN1)CCN(C2)C2=NC=C(C=C2)C (4-Chloro-5,6,7,8-tetrahydro-6-(5-methylpyridin-2-yl)pyrido[4,3-d]pyrimidine). Reaction SMILES: [CH3:1][C:2]1[CH:3]=[CH:4][C:5]([N:8]2[CH2:18][CH2:17][C:11]3[N:12]=[CH:13][NH:14][C:15](=O)[C:10]=3[CH2:9]2)=[N:6][CH:7]=1.P(Cl)(Cl)([Cl:21])=O.CN(C)C1C=CC=CC=1.C(=O)(O)[O-].[Na+]>C(Cl)Cl.ClCCCl>[Cl:21][C:15]1[C:10]2[CH2:9][N:8]([C:5]3[CH:4]=[CH:3][C:2]([CH3:1])=[CH:7][N:6]=3)[CH2:18][CH2:17][C:11]=2[N:12]=[CH:13][N:14]=1 |f:3.4|. Reported procedure: Into a 250 mL round bottom flask was combined 5,6,7,8-tetrahydro-6-(5-methylpyridin-2-yl)pyrido[4,3-d]pyrimidin-4(3H)-one (0.250 g, 1.03 mmol), phosphoryl chloride (0.8 mL, 8 mmol), and 1,2-dichloroethane (10 mL). N,N-Dimethylaniline (0.01 g, 0.1 mmol) was added dropwise and the mixture was heated at reflux for 2 hours. The mixture was reduced in vacuo to yield a dark brown oil. The oil was taken up in methylene chloride (50 mL) and poured over ice. The mixture was carefully neutralized using sa... The reactants are C1=CN(C=N1)C(=O)N2C=CN=C2 (CDI), required intermediate, BrCCC=1OCCN1 (2-(2-bromoethyl)oxazoline), C(O)CN (ethanolamine), BrCCC(=O)O (3-bromopropionic acid). The product is OCCNC(CCBr)=O (N-(2-hydroxyethyl)-3-bromopropionamide). RXN SMILES: [Br:1][CH2:2][CH2:3][C:4]1[O:5][CH2:6][CH2:7][N:8]=1.BrCCC(O)=[O:13].C1N=CN(C(N2C=NC=C2)=O)C=1.C(CN)O>>[OH:5][CH2:6][CH2:7][NH:8][C:4](=[O:13])[CH2:3][CH2:2][Br:1]. Reported procedure: The required intermediate, 2-(2-bromoethyl)oxazoline, is prepared in a two-step process starting with 3-bromopropionic acid. Reaction of this acid with CDI followed by ethanolamine gives N-(2-hydroxyethyl)-3-bromopropionamide. Treatment of this compound with triphenylphosphine (PPh3) and DEAD in THF yields 2-(2-bromoethyl)oxazoline.